From a dataset of the Open Reaction Database (ORD), a public repository of structured organic reaction records. describe an organic reaction: reactants, conditions, products, and yield Reactants: ClC=1C(=CSC1)C(=O)Cl (4-chlorothiophene-3-carboxylic chloride), NC1=CC=CC=C1 (aniline). Solvent: N1=CC=CC=C1 (pyridine), O1CCOCC1 (dioxane). Conditions: time 12 hour. Product: ClC=1C(=CSC1)C(=O)NC1=CC=CC=C1 (4-Chlorothiophene-3-carboxanilide). As a reaction SMILES: [Cl:1][C:2]1[C:3]([C:7](Cl)=[O:8])=[CH:4][S:5][CH:6]=1.[NH2:10][C:11]1[CH:16]=[CH:15][CH:14]=[CH:13][CH:12]=1>O1CCOCC1.N1C=CC=CC=1>[Cl:1][C:2]1[C:3]([C:7]([NH:10][C:11]2[CH:16]=[CH:15][CH:14]=[CH:13][CH:12]=2)=[O:8])=[CH:4][S:5][CH:6]=1. Procedure: At room temperature, a solution of 4-chlorothiophene-3-carboxylic chloride (13.5 g, 0.075 mol) in 30 ml of dioxane is dripped into a solution of aniline (7.7 g, 0.083 mol) in pyridine (160 ml). The mixture is stirred for 12 hours at room temperature and concentrated to dryness, and the residue is taken up in dichloromethane. The organic phase is extracted with aqueous citric acid solution, sodium bicarbonate solution and water, dried and concentrated to dryness. Yield: 16.7 g, 94%; m.p. 119°-121... Reaction SMILES: [C:1]([CH3:2])(=[O:3])[c:4]1[c:5]([OH:38])[c:6]([CH2:35][CH2:36][CH3:37])[c:7]([O:8][CH2:9][CH:10]([CH2:11][O:12][c:13]2[cH:14][cH:15][c:16]3[c:17]([O:24][CH2:25][c:26]4[cH:27][cH:28][cH:29][cH:30][cH:31]4)[cH:18][c:19](=[O:23])[o:20][c:21]3[cH:22]2)[OH:32])[cH:33][cH:34]1.[O:39]=[CH:40][N:41]([CH3:42])[CH3:43]>>[C:1]([CH3:2])(=[O:3])[c:4]1[c:5]([OH:38])[c:6]([CH2:35][CH2:36][CH3:37])[c:7]([O:8][CH2:9][CH:10]([CH2:11][O:12][c:13]2[cH:14][cH:15][c:16]3[c:17]([OH:24])[cH:18][c:19](=[O:23])[o:20][c:21]3[cH:22]2)[OH:32])[cH:33][cH:34]1. Yields the product CCCc1c(OCC(O)COc2ccc3c(O)cc(=O)oc3c2)ccc(C(C)=O)c1O. The reactants are CCCc1c(OCC(O)COc2ccc3c(OCc4ccccc4)cc(=O)oc3c2)ccc(C(C)=O)c1O, CN(C)C=O. Starting materials: C1(=CC=CC=C1)[Sn](C1=CC=CC=C1)(C1=CC=CC=C1)Cl (triphenyl tin chloride), CO (methanol), [Na] (sodium), CO (methanol), [Cl-].[Na+] (sodium chloride). Product: C[O-].C1(=CC=CC=C1)[Sn+](C1=CC=CC=C1)C1=CC=CC=C1 (triphenyl tin methoxide). Run in O1CCCC1 (tetrahydrofuran). Procedure: 115.5 g of triphenyl tin chloride are dissolved in a mixture of 450 g of absolute methanol and 300 g of absolute tetrahydrofuran and mixed with a solution of 7.02 g of sodium in 150 ml of absolute methanol. After stirring for 2 hours at room temperature the resulting precipitate of sodium chloride is filtered off. The solution of triphenyl tin methoxide obtained is combined, accompanied by stirring, with a solution of 600 g of the epoxy resin modified with diketene described in Example 2 dissolv... Reaction SMILES: [C:1]1([Sn:7](Cl)([C:14]2[CH:19]=[CH:18][CH:17]=[CH:16][CH:15]=2)[C:8]2[CH:13]=[CH:12][CH:11]=[CH:10][CH:9]=2)[CH:6]=[CH:5][CH:4]=[CH:3][CH:2]=1.[Na].[Cl-].[Na+].[CH3:24][OH:25]>O1CCCC1>[CH3:24][O-:25].[C:14]1([Sn+:7]([C:1]2[CH:2]=[CH:3][CH:4]=[CH:5][CH:6]=2)[C:8]2[CH:13]=[CH:12][CH:11]=[CH:10][CH:9]=2)[CH:15]=[CH:16][CH:17]=[CH:18][CH:19]=1 |f:2.3,6.7,^1:20|. Starting materials: [Al+3], CC(C)(C)OC(=O)N1CCc2nn(Cc3ccccc3)c(-c3ccc(Cl)cc3)c2CC1, C1CCOC1, [H-], [H-], [H-], [H-], [Li+], O. The product is CC(C)(C)OC(=O)N1CCc2nn(Cc3ccccc3)c(-c3ccccc3)c2CC1. As a reaction SMILES: [Al+3:33].[C:1]([CH3:2])([CH3:3])([CH3:4])[O:5][C:6](=[O:7])[N:8]1[CH2:9][CH2:10][c:11]2[c:12](-[c:25]3[cH:26][cH:27][c:28]([Cl:31])[cH:29][cH:30]3)[n:13]([CH2:18][c:19]3[cH:20][cH:21][cH:22][cH:23][cH:24]3)[n:14][c:15]2[CH2:16][CH2:17]1.[CH2:39]1[O:40][CH2:41][CH2:42][CH2:43]1.[H-:32].[H-:35].[H-:36].[H-:37].[Li+:34].[OH2:38]>>[C:1]([CH3:2])([CH3:3])([CH3:4])[O:5][C:6](=[O:7])[N:8]1[CH2:9][CH2:10][c:11]2[c:12](-[c:25]3[cH:26][cH:27][cH:28][cH:29][cH:30]3)[n:13]([CH2:18][c:19]3[cH:20][cH:21][cH:22][cH:23][cH:24]3)[n:14][c:15]2[CH2:16][CH2:17]1. Reactants: FC(C1=CC(=NC=2N1N=CC2C#C)C2=CC=C(C=C2)C(F)(F)F)F (7-Difluoromethyl-3-ethynyl-5-(4-trifluoromethyl-phenyl)-pyrazolo[1,5-a]pyrimidine), BrC=1C=CC(=C(C1)S(=O)(=O)NCCO)C (5-Bromo-N-(2-hydroxy-ethyl)-2-methyl-benzenesulfonamide). Product: FC(C1=CC(=NC=2N1N=CC2C#CC=2C=CC(=C(C2)S(=O)(=O)NCCO)C)C2=CC=C(C=C2)C(F)(F)F)F (5-[7-Difluoromethyl-5-(4-trifluoromethyl-phenyl)-pyrazolo[1,5-a]pyrimidin-3-ylethynyl]-N-(2-hydroxy-ethyl)-2-methyl-benzenesulfonamide), solid. Yield: 41.0%. Reaction SMILES: [F:1][CH:2]([F:24])[C:3]1[N:8]2[N:9]=[CH:10][C:11]([C:12]#[CH:13])=[C:7]2[N:6]=[C:5]([C:14]2[CH:19]=[CH:18][C:17]([C:20]([F:23])([F:22])[F:21])=[CH:16][CH:15]=2)[CH:4]=1.Br[C:26]1[CH:27]=[CH:28][C:29]([CH3:39])=[C:30]([S:32]([NH:35][CH2:36][CH2:37][OH:38])(=[O:34])=[O:33])[CH:31]=1>>[F:24][CH:2]([F:1])[C:3]1[N:8]2[N:9]=[CH:10][C:11]([C:12]#[C:13][C:26]3[CH:27]=[CH:28][C:29]([CH3:39])=[C:30]([S:32]([NH:35][CH2:36][CH2:37][OH:38])(=[O:34])=[O:33])[CH:31]=3)=[C:7]2[N:6]=[C:5]([C:14]2[CH:19]=[CH:18][C:17]([C:20]([F:23])([F:22])[F:21])=[CH:16][CH:15]=2)[CH:4]=1. Reported procedure: The title compound was prepared from 7-Difluoromethyl-3-ethynyl-5-(4-trifluoromethyl-phenyl)-pyrazolo[1,5-a]pyrimidine (example C.2) (340 mg, 1.0 mmol) and 5-bromo-N-(2-hydroxy-ethyl)-2-methyl-benzenesulfonamide (example B.17) (267 mg, 1.0 mmol) according to general procedure II. Obtained as a yellow solid (230 mg, 41%). MS (ISP) 551.3[(M+H)+]; mp 184-186° C. The reagents and catalysts are [I-].C(CCC)[N+](CCCC)(CCCC)CCCC (tetrabutylammonium iodide). Yields the product BrC=1C=C(C=C(C1OCC1=CC(=CC=C1)OC)OCCO)C1C(=C(NC=2CC(CC(C12)=O)CCC)C)C#N (4-[3-Bromo-5-(2-hydroxy-ethoxy)-4-(3-methoxy-benzyloxy)-phenyl]-2-methyl-5-oxo-7-propyl-1,4,5,6,7,8-hexahydro-quinoline-3-carbonitrile). Reaction SMILES: [Br:1][C:2]1[CH:3]=[C:4]([CH:19]2[C:28]3[C:27](=[O:29])[CH2:26][CH:25]([CH2:30][CH2:31][CH3:32])[CH2:24][C:23]=3[NH:22][C:21]([CH3:33])=[C:20]2[C:34]#[N:35])[CH:5]=[C:6]([OH:18])[C:7]=1[O:8][CH2:9][C:10]1[CH:15]=[CH:14][CH:13]=[C:12]([O:16][CH3:17])[CH:11]=1.Br[CH2:37][CH2:38][OH:39].C(=O)([O-])[O-].[K+].[K+]>[I-].C([N+](CCCC)(CCCC)CCCC)CCC.CN(C=O)C.C(OCC)(=O)C>[Br:1][C:2]1[CH:3]=[C:4]([CH:19]2[C:28]3[C:27](=[O:29])[CH2:26][CH:25]([CH2:30][CH2:31][CH3:32])[CH2:24][C:23]=3[NH:22][C:21]([CH3:33])=[C:20]2[C:34]#[N:35])[CH:5]=[C:6]([O:18][CH2:37][CH2:38][OH:39])[C:7]=1[O:8][CH2:9][C:10]1[CH:15]=[CH:14][CH:13]=[C:12]([O:16][CH3:17])[CH:11]=1 |f:2.3.4,5.6|. Conditions: temperature 70 celsius, time 17 hour. The reactants are BrC=1C=C(C=C(C1OCC1=CC(=CC=C1)OC)O)C1C(=C(NC=2CC(CC(C12)=O)CCC)C)C#N (4-[3-bromo-5-hydroxy-4-(3-methoxy-benzyloxy)-phenyl]-2-methyl-5-oxo-7-propyl-1,4,5,6,7,8-hexahydro-quinoline-3-carbonitrile), BrCCO (2-bromoethanol), C([O-])([O-])=O.[K+].[K+] (potassium carbonate). Procedure details: A mixture of 4-[3-bromo-5-hydroxy-4-(3-methoxy-benzyloxy)-phenyl]-2-methyl-5-oxo-7-propyl-1,4,5,6,7,8-hexahydro-quinoline-3-carbonitrile (100 mg), 2-bromoethanol (16 μl), tetrabutylammonium iodide (5 mg) and potassium carbonate (50 mg) in DMF (2 ml) was stirred at 70° C. for 17 h. The mixture was diluted with ethyl acetate and washed with water. The organic layer was dried (MgSO4), filtered and concentrated in vacuo. Solvent: CN(C)C=O (DMF), C(C)(=O)OCC (ethyl acetate). The reactants are CCc1cc2cc(OC)ccc2c(OC(C)=O)c1-c1ccccc1, C1CCOC1, C[O-], CO, N#CC1=C(C#N)C(=O)C(Cl)=C(Cl)C1=O, [Na+]. The product is CCc1cc2cc(OC)ccc2c(O)c1-c1ccccc1. Reaction SMILES: [C:1](=[O:2])([CH3:3])[O:4][c:5]1[c:6](-[c:19]2[cH:20][cH:21][cH:22][cH:23][cH:24]2)[c:7]([CH2:17][CH3:18])[cH:8][c:9]2[cH:10][c:11]([O:15][CH3:16])[cH:12][cH:13][c:14]12.[CH2:44]1[O:45][CH2:46][CH2:47][CH2:48]1.[CH3:25][O-:26].[CH3:42][OH:43].[Cl:28][C:29]1=[C:40]([Cl:41])[C:38](=[O:39])[C:35]([C:36]#[N:37])=[C:32]([C:33]#[N:34])[C:30]1=[O:31].[Na+:27]>>[OH:4][c:5]1[c:6](-[c:19]2[cH:20][cH:21][cH:22][cH:23][cH:24]2)[c:7]([CH2:17][CH3:18])[cH:8][c:9]2[cH:10][c:11]([O:15][CH3:16])[cH:12][cH:13][c:14]12. Reactants: CCN=C=NCCCN(C)C, CCOC(C)=O, NS(=O)(=O)c1cc(C(=O)O)ccc1Cl, CC(N)c1cccc(Cl)c1, CN(C)C=O, O, On1nnc2ccccc21. Yields the product CC(NC(=O)c1ccc(Cl)c(S(N)(=O)=O)c1)c1cccc(Cl)c1. As a reaction SMILES: [CH3:25][CH2:26][N:27]=[C:28]=[N:29][CH2:30][CH2:31][CH2:32][N:33]([CH3:34])[CH3:35].[CH3:51][CH2:52][O:53][C:54]([CH3:55])=[O:56].[Cl:11][c:12]1[c:13]([S:21]([NH2:22])(=[O:23])=[O:24])[cH:14][c:15]([C:16](=[O:17])[OH:18])[cH:19][cH:20]1.[Cl:1][c:2]1[cH:3][c:4]([CH:8]([CH3:9])[NH2:10])[cH:5][cH:6][cH:7]1.[O:46]=[CH:47][N:48]([CH3:49])[CH3:50].[OH2:57].[OH:36][n:37]1[c:38]2[c:39]([cH:40][cH:41][cH:42][cH:43]2)[n:44][n:45]1>>[Cl:1][c:2]1[cH:3][c:4]([CH:8]([CH3:9])[NH:10][C:16]([c:15]2[cH:14][c:13]([S:21]([NH2:22])(=[O:23])=[O:24])[c:12]([Cl:11])[cH:20][cH:19]2)=[O:17])[cH:5][cH:6][cH:7]1. The reactants are ClC1=C(C=C2C(C(=CN(C2=N1)CC)C(=O)O)=O)F (7-chloro-1-ethyl-6-fluoro-1,4-dihydro-4-oxo-1,8-naphthyridine-3-carboxylic acid), Cl.Cl.C12NCC(NC1)CC2 (2,5-diazabicyclo[2.2.2]octane dihydrochloride), N12CCCCCC2=NCCC1 (1,8-diazabicyclo (5.4.0) undec-7-ene). Solvent: C(C)#N (acetonitrile). The product is C12N(CC(NC1)CC2)C2=C(C=C1C(C(=CN(C1=N2)CC)C(=O)O)=O)F (7-(2,5-Diazabicyclo[2.2.2]oct-2-yl)-1-ethyl-6-fluoro-1,4-dihydro-4-oxo-1,8-naphthyridine-3-carboxylic acid). Yield: 90.9%. RXN SMILES: Cl[C:2]1[N:11]=[C:10]2[C:5]([C:6](=[O:17])[C:7]([C:14]([OH:16])=[O:15])=[CH:8][N:9]2[CH2:12][CH3:13])=[CH:4][C:3]=1[F:18].Cl.Cl.[CH:21]12[CH2:28][CH2:27][CH:24]([NH:25][CH2:26]1)[CH2:23][NH:22]2.N12CCCN=C1CCCCC2>C(#N)C>[CH:21]12[CH2:28][CH2:27][CH:24]([NH:25][CH2:26]1)[CH2:23][N:22]2[C:2]1[N:11]=[C:10]2[C:5]([C:6](=[O:17])[C:7]([C:14]([OH:16])=[O:15])=[CH:8][N:9]2[CH2:12][CH3:13])=[CH:4][C:3]=1[F:18] |f:1.2.3|. Procedure: A solution of 0.54 g (2.0 mmole) of 7-chloro-1-ethyl-6-fluoro-1,4-dihydro-4-oxo-1,8-naphthyridine-3-carboxylic acid, 0.46 g (2.5 mmole) of 2,5-diazabicyclo[2.2.2]octane dihydrochloride [P. A. Sturm et al., J. Med. Chem., 17, 481 (1974)], 1.05 ml (7.0 mmole) of 1,8-diazabicyclo (5.4.0) undec-7-ene, and 30 ml of acetonitrile was stirred at room temperature for 23 hours. The reaction mixture was filtered and the solid was washed with acetonitrile to give 0.63 g of the title compound, mp 250°-253°. Reactants: C(C1=CC=CC=C1)N1C2=NC=NC(=C2N=C1)N (9-Benzyladenine), N(=O)OC(C)(C)C (t-butyl nitrite). Solvent: C1CCOC1 (THF), C(Cl)(Cl)Cl (chloroform). Run at temperature 62.5 celsius. The product is C(C1=CC=CC=C1)N1C2=NC=NC=C2N=C1 (9-benzylpurine). RXN SMILES: [CH2:1]([N:8]1[CH:16]=[N:15][C:14]2[C:9]1=[N:10][CH:11]=[N:12][C:13]=2N)[C:2]1[CH:7]=[CH:6][CH:5]=[CH:4][CH:3]=1.N(OC(C)(C)C)=O>C1COCC1.C(Cl)(Cl)Cl>[CH2:1]([N:8]1[CH:16]=[N:15][C:14]2[C:9]1=[N:10][CH:11]=[N:12][CH:13]=2)[C:2]1[CH:3]=[CH:4][CH:5]=[CH:6][CH:7]=1. Reported procedure: To a stirred suspension of 9-benzyladenine (6) (22.0 g, 97.6 mmol) in anhydrous THF (500 mL) was added t-butyl nitrite (9.34 g, 478.5 mmol) and the reaction mixture heated under an atmosphere of nitrogen at 60-65° C. for 4 h. THF and the excess reagent were distilled off and the residue obtained redissolved in chloroform (100 mL) and washed with brine solution (2×50 mL). The chloroform layer was dried over anhydrous sodium sulfate and distilled off to give a reddish oil, which was purified by fl...